From a dataset of the Open Reaction Database (ORD), a public repository of structured organic reaction records. describe an organic reaction: reactants, conditions, products, and yield Starting materials: C(CCC)[Li] (n-butyllithium), BrC=1C=C(C(=O)OC)C=C(C1)C=O (methyl 3-bromo-5-formylbenzoate). Reagents/catalysts: [Br-].C[P+](C1=CC=CC=C1)(C1=CC=CC=C1)C1=CC=CC=C1 (methyltriphenylphosphonium bromide). Solvent: C1CCOC1 (THF), O1CCCC1 (tetrahydrofuran), C1CCOC1 (THF). Reaction conditions: temperature 0 celsius, time 20 minute. The product is BrC=1C=C(C(=O)OC)C=C(C1)C=C (Methyl 3-bromo-5-vinylbenzoate). RXN SMILES: [CH2:1]([Li])CCC.[Br:6][C:7]1[CH:8]=[C:9]([CH:14]=[C:15]([CH:17]=O)[CH:16]=1)[C:10]([O:12][CH3:13])=[O:11]>[Br-].C[P+](C1C=CC=CC=1)(C1C=CC=CC=1)C1C=CC=CC=1.C1COCC1>[Br:6][C:7]1[CH:8]=[C:9]([CH:14]=[C:15]([CH:17]=[CH2:1])[CH:16]=1)[C:10]([O:12][CH3:13])=[O:11] |f:2.3|. Procedure details: To a stirred solution of methyltriphenylphosphonium bromide (350 mg, 0.97 mmol) in THF (3 mL) at −78° C. under nitrogen was added dropwise 2.5 M of n-butyllithium in tetrahydrofuran (0.31 mL, 0.78 mmol). The mixture was gradually warmed until a yellow color persisted. The mixture was cooled to 0° C. and a solution of methyl 3-bromo-5-formylbenzoate (157 mg, 0.65 mmol) in THF (2 mL) was added dropwise. After being stirred for 20 min at 0° C., the mixture was quenched with saturated aq. NH4Cl and ... Reactants: C(C)OC=1C=C(C=CC1OC)C(CCNO)N1CC2=CC=CC(=C2C1=O)NC(C(C)C)=O (N-{2-[1-(3-Ethoxy-4-methoxy-phenyl)-3-hydroxyamino-propyl]-3-oxo-2,3-dihydro-1H-isoindol-4-yl}-isobutyramide), C(=O)OCC(F)(F)F (2,2,2-trifluoroethyl formate). Run in C1CCOC1 (THF). Product: C(C)OC=1C=C(C=CC1OC)[C@@H](CCN(O)C=O)N1CC2=CC=CC(=C2C1=O)NC(C(C)C)=O ((1R)—N-{2-[1-(3-Ethoxy-4-methoxy-phenyl)-3-(N-formyl-N-hydroxy-amino)-propyl]-3-oxo-2,3-dihydro-1H-isoindol-4-yl}-isobutyramide), solid. Yield: 41.0%. As a reaction SMILES: [CH2:1]([O:3][C:4]1[CH:5]=[C:6]([CH:12]([N:17]2[C:25](=[O:26])[C:24]3[C:19](=[CH:20][CH:21]=[CH:22][C:23]=3[NH:27][C:28](=[O:32])[CH:29]([CH3:31])[CH3:30])[CH2:18]2)[CH2:13][CH2:14][NH:15][OH:16])[CH:7]=[CH:8][C:9]=1[O:10][CH3:11])[CH3:2].[CH:33](OCC(F)(F)F)=[O:34]>C1COCC1>[CH2:1]([O:3][C:4]1[CH:5]=[C:6]([C@H:12]([N:17]2[C:25](=[O:26])[C:24]3[C:19](=[CH:20][CH:21]=[CH:22][C:23]=3[NH:27][C:28](=[O:32])[CH:29]([CH3:31])[CH3:30])[CH2:18]2)[CH2:13][CH2:14][N:15]([CH:33]=[O:34])[OH:16])[CH:7]=[CH:8][C:9]=1[O:10][CH3:11])[CH3:2]. Procedure: (1R)—N-{2-[1-(3-Ethoxy-4-methoxy-phenyl)-3-(N-formyl-N-hydroxy-amino)-propyl]-3-oxo-2,3-dihydro-1H-isoindol-4-yl}-isobutyramide was prepared by the procedure of Example 7 from N-{2-[1-(3-Ethoxy-4-methoxy-phenyl)-3-hydroxyamino-propyl]-3-oxo-2,3-dihydro-1H-isoindol-4-yl}-isobutyramide (1.6 g, 3.6 mmol) and 2,2,2-trifluoroethyl formate (5 g, 39 mmol) in THF (20 mL) to give a white solid (0.7 g, 41% yield): mp: 81-83° C. 1H NMR (DMSO-d6) δ 1.18 (d, J=7 Hz, 6H, 2CH3), 1.31 (t, J=7 Hz, 3H, CH3), 2.34... Reactants: ClC1=C(C=CC=C1C(F)(F)F)CNC([C@H]1N(C(CC1)=O)CC1=CC=CC=C1)=O (N-{[2-chloro-3-(trifluoromethyl)phenyl]methyl}-5-oxo-1-(phenylmethyl)prolinamide), ClC1=C(C=CC(=C1)F)CN ([(2-chloro-4-fluorophenyl)methyl]amine). The product is ClC1=C(C=CC(=C1)F)CNC([C@H]1N(C(CC1)=O)CC1=CC=CC=C1)=O (N-[(2-chloro-4-fluorophenyl)methyl]-5-oxo-1-(phenylmethyl)prolinamide). As a reaction SMILES: [Cl:1][C:2]1[C:7](C(F)(F)F)=[CH:6][CH:5]=[CH:4][C:3]=1[CH2:12][NH:13][C:14](=[O:28])[C@@H:15]1[CH2:19][CH2:18][C:17](=[O:20])[N:16]1[CH2:21][C:22]1[CH:27]=[CH:26][CH:25]=[CH:24][CH:23]=1.ClC1C=C([F:36])C=CC=1CN>>[Cl:1][C:2]1[CH:7]=[C:6]([F:36])[CH:5]=[CH:4][C:3]=1[CH2:12][NH:13][C:14](=[O:28])[C@@H:15]1[CH2:19][CH2:18][C:17](=[O:20])[N:16]1[CH2:21][C:22]1[CH:27]=[CH:26][CH:25]=[CH:24][CH:23]=1. Reported procedure: N-[(2-chloro-4-fluorophenyl)methyl]-5-oxo-1-(phenylmethyl)prolinamide was prepared in an analogous manner to that described for the synthesis of N-{[2-chloro-3-(trifluoromethyl)phenyl]methyl}-5-oxo-1-(phenylmethyl)prolinamide (Example 92) above but using [(2-chloro-4-fluorophenyl)methyl]amine in the place of {[2-chloro-3-(trifluoromethyl)phenyl]methyl}amine.